From a dataset of the Open Reaction Database (ORD), a public repository of structured organic reaction records. describe an organic reaction: reactants, conditions, products, and yield The reactants are BrCCOC1OCCCC1 (2-(2-Bromo-ethoxy)-tetrahydropyran), C(C)(C)(C)OC(=O)N[C@@H](C(=O)O)C1=CC=C(C=C1)O ((R)-tert-butoxycarbonylamino-(4-hydroxy-phenyl)-acetic acid), [H-].[Na+] (Sodium hydride). The solvent is CN(C=O)C (N,N-dimethylformamide), CN(C=O)C (N,N-dimethylformamide), ice water. Conditions: temperature 10 celsius, time 24 hour. Product: C(C)(C)(C)OC(=O)N[C@@H](C(=O)O)C1=CC=C(C=C1)OCCOC1OCCCC1 ((R)-tert-butoxycarbonylamino-{4-[2-(tetrahydropyran-2-yloxy)-ethoxy]-phenyl}-acetic acid), white foam. Isolated yield 82.0%. As a reaction SMILES: [C:1]([O:5][C:6]([NH:8][C@H:9]([C:13]1[CH:18]=[CH:17][C:16]([OH:19])=[CH:15][CH:14]=1)[C:10]([OH:12])=[O:11])=[O:7])([CH3:4])([CH3:3])[CH3:2].[H-].[Na+].Br[CH2:23][CH2:24][O:25][CH:26]1[CH2:31][CH2:30][CH2:29][CH2:28][O:27]1>CN(C)C=O>[C:1]([O:5][C:6]([NH:8][C@H:9]([C:13]1[CH:18]=[CH:17][C:16]([O:19][CH2:23][CH2:24][O:25][CH:26]2[CH2:31][CH2:30][CH2:29][CH2:28][O:27]2)=[CH:15][CH:14]=1)[C:10]([OH:12])=[O:11])=[O:7])([CH3:4])([CH3:2])[CH3:3] |f:1.2|. Procedure: (R)-tert-butoxycarbonylamino-(4-hydroxy-phenyl)-acetic acid (2.67 g, 10 mmol) (Salituro, G. M.; Townsend, C. A. J. Am. Chem. Soc. 1990, 112, 760-770) was dissolved in N,N-dimethylformamide (70 mL) in an ice bath. Sodium hydride (0.88 g, 60% in mineral oil, 22 mmol) was added in small portions. The mixture was warmed up to 10° C. for 1 hour. 2-(2-Bromo-ethoxy)-tetrahydropyran (1.7 mol, 11 mmol) in N,N-dimethylformamide (20 mL) was added drop wise. The reaction mixture was stirred for 24 hours and... Starting materials: Cc1ccccc1CC1(N)CCN(C(=O)OC(C)(C)C)CC1, CC(=O)OC(C)=O, ClCCl, c1ccncc1. Yields the product CC(=O)NC1(Cc2ccccc2C)CCN(C(=O)OC(C)(C)C)CC1. Reaction SMILES: [C:1]([CH3:2])([CH3:3])([CH3:4])[O:5][C:6](=[O:7])[N:8]1[CH2:9][CH2:10][C:11]([CH2:14][c:15]2[c:16]([CH3:21])[cH:17][cH:18][cH:19][cH:20]2)([NH2:22])[CH2:12][CH2:13]1.[CH3:23][C:24](=[O:25])[O:26][C:27](=[O:28])[CH3:29].[Cl:36][CH2:37][Cl:38].[cH:30]1[cH:31][cH:32][n:33][cH:34][cH:35]1>>[C:1]([CH3:2])([CH3:3])([CH3:4])[O:5][C:6](=[O:7])[N:8]1[CH2:9][CH2:10][C:11]([CH2:14][c:15]2[c:16]([CH3:21])[cH:17][cH:18][cH:19][cH:20]2)([NH:22][C:24]([CH3:23])=[O:25])[CH2:12][CH2:13]1. Reactants: ClC1=CC(=C(C#N)C=C1)NC(=O)OCC (4-chloro-2-(ethoxycarbonylamino)benzonitrile), BrCC(=O)C1=NC=CN=C1 (2-(bromoacetyl)pyrazine). Yields the product NC1=C(N(C2=CC(=CC=C12)Cl)C(=O)OCC)C(=O)C1=NC=CN=C1 (3-Amino-6-chloro-1-(ethoxycarbonyl)-2-(pyrazine-2-carbonyl)indole). Reaction SMILES: [Cl:1][C:2]1[CH:9]=[CH:8][C:5]([C:6]#[N:7])=[C:4]([NH:10][C:11]([O:13][CH2:14][CH3:15])=[O:12])[CH:3]=1.Br[CH2:17][C:18]([C:20]1[CH:25]=[N:24][CH:23]=[CH:22][N:21]=1)=[O:19]>>[NH2:7][C:6]1[C:5]2[C:4](=[CH:3][C:2]([Cl:1])=[CH:9][CH:8]=2)[N:10]([C:11]([O:13][CH2:14][CH3:15])=[O:12])[C:17]=1[C:18]([C:20]1[CH:25]=[N:24][CH:23]=[CH:22][N:21]=1)=[O:19]. Procedure details: The title compound was prepared according to the procedure described in step 2 of Example 1 from 4-chloro-2-(ethoxycarbonylamino)benzonitrile (Example 1, step 1) and 2-(bromoacetyl)pyrazine (prepared according to the method of F. H. Case et al., J. Am.Chem.Soc., 1956, 78, 5842). As a reaction SMILES: [C:21](=[O:22])([O-:23])[O-:24].[CH2:1]([CH3:2])[O:3][C:4]([CH:5]([C:6](=[O:7])[O:8][CH2:9][CH3:10])[c:11]1[c:12]([Cl:19])[cH:13][c:14]([Br:18])[c:15]([NH2:17])[cH:16]1)=[O:20].[CH3:27][B:28]1[O:29][B:30]([CH3:31])[O:32][B:33]([CH3:34])[O:35]1.[K+:25].[K+:26].[O:36]1[CH2:37][CH2:38][O:39][CH2:40][CH2:41]1.[OH2:42]>>[CH2:1]([CH3:2])[O:3][C:4]([CH:5]([C:6](=[O:7])[O:8][CH2:9][CH3:10])[c:11]1[c:12]([Cl:19])[cH:13][c:14]([CH3:21])[c:15]([NH2:17])[cH:16]1)=[O:20]. Reactants: O=C([O-])[O-], CCOC(=O)C(C(=O)OCC)c1cc(N)c(Br)cc1Cl, CB1OB(C)OB(C)O1, [K+], [K+], C1COCCO1, O. Yields the product CCOC(=O)C(C(=O)OCC)c1cc(N)c(C)cc1Cl.